Dataset: the Open Reaction Database (ORD), a public repository of structured organic reaction records. Task: describe an organic reaction: reactants, conditions, products, and yield Reactants: C(C)(C)(C)OC(=O)NC1=NC=C(C=N1)C1=NC(=C2N=CN(C2=N1)CCC(=O)O)N1CCOCC1 (3-(2-(2-(Tert-butoxycarbonylamino)pyrimidin-5-yl)-6-morpholino-9H-purin-9-yl)propanoic acid), CS(=O)(=O)N1CCNCC1 (1-(methylsulfonyl)piperazine). The product is NC1=NC=C(C=N1)C1=NC(=C2N=CN(C2=N1)CCC(=O)N1CCN(CC1)S(=O)(=O)C)N1CCOCC1 (3-(2-(2-aminopyrimidin-5-yl)-6-morpholino-9H-purin-9-yl)-1-(4-(methylsulfonyl)piperazin-1-yl)propan-1-one). RXN SMILES: C(OC([NH:8][C:9]1[N:14]=[CH:13][C:12]([C:15]2[N:23]=[C:22]3[C:18]([N:19]=[CH:20][N:21]3[CH2:24][CH2:25][C:26](O)=[O:27])=[C:17]([N:29]3[CH2:34][CH2:33][O:32][CH2:31][CH2:30]3)[N:16]=2)=[CH:11][N:10]=1)=O)(C)(C)C.[CH3:35][S:36]([N:39]1[CH2:44][CH2:43][NH:42][CH2:41][CH2:40]1)(=[O:38])=[O:37]>>[NH2:8][C:9]1[N:10]=[CH:11][C:12]([C:15]2[N:23]=[C:22]3[C:18]([N:19]=[CH:20][N:21]3[CH2:24][CH2:25][C:26]([N:42]3[CH2:43][CH2:44][N:39]([S:36]([CH3:35])(=[O:38])=[O:37])[CH2:40][CH2:41]3)=[O:27])=[C:17]([N:29]3[CH2:30][CH2:31][O:32][CH2:33][CH2:34]3)[N:16]=2)=[CH:13][N:14]=1. Reported procedure: 3-(2-(2-(Tert-butoxycarbonylamino)pyrimidin-5-yl)-6-morpholino-9H-purin-9-yl)propanoic acid (50 mg) was reacted with 1-(methylsulfonyl)piperazine via General Procedure F followed by Boc deprotection via General Procedure E to give 33.8 mg 112 as white solid following reverse phase purification. MS (Q1) 517.2 (M)+ Reactants: Cc1ccccc1, S=C=Nc1ccc(Cl)cc1, O=C1CCNN1c1ccccc1, c1ccncc1. Product: O=C1CCN(C(=S)Nc2ccc(Cl)cc2)N1c1ccccc1. RXN SMILES: [CH3:29][c:30]1[cH:31][cH:32][cH:33][cH:34][cH:35]1.[Cl:13][c:14]1[cH:15][cH:16][c:17]([N:20]=[C:21]=[S:22])[cH:18][cH:19]1.[c:1]1([N:7]2[NH:8][CH2:9][CH2:10][C:11]2=[O:12])[cH:2][cH:3][cH:4][cH:5][cH:6]1.[cH:23]1[cH:24][cH:25][n:26][cH:27][cH:28]1>>[c:1]1([N:7]2[N:8]([C:21]([NH:20][c:17]3[cH:16][cH:15][c:14]([Cl:13])[cH:19][cH:18]3)=[S:22])[CH2:9][CH2:10][C:11]2=[O:12])[cH:2][cH:3][cH:4][cH:5][cH:6]1.